From a dataset of the Open Reaction Database (ORD), a public repository of structured organic reaction records. describe an organic reaction: reactants, conditions, products, and yield Reaction SMILES: [N+:2](=[O:3])([O-:4])[c:5]1[cH:6][cH:7][c:8]2[c:9]([cH:22]1)[C:10]([c:16]1[cH:17][cH:18][cH:19][cH:20][cH:21]1)=[N:11][CH2:12][C:13](=[S:15])[NH:14]2.[NH3:1].[O:23]1[CH2:24][CH2:25][CH2:26][CH2:27]1>>[NH2:1][C:13]1=[N:14][c:8]2[cH:7][cH:6][c:5]([N+:2](=[O:3])[O-:4])[cH:22][c:9]2[C:10]([c:16]2[cH:17][cH:18][cH:19][cH:20][cH:21]2)=[N:11][CH2:12]1. Yields the product NC1=Nc2ccc([N+](=O)[O-])cc2C(c2ccccc2)=NC1. Reactants: O=[N+]([O-])c1ccc2c(c1)C(c1ccccc1)=NCC(=S)N2, N, C1CCOC1. The product is COCCCc1cc(CN(C(=O)C(CN)Cc2ccc(OCCOc3c(Cl)cc(C)cc3Cl)cc2)C2CC2)cc(OCc2cccc[n+]2[O-])c1. As a reaction SMILES: [CH:1]1([N:4]([C:5]([CH:6]([CH2:7][NH:8][C:9](=[O:10])[O:11][C:12]([CH3:13])([CH3:14])[CH3:15])[CH2:16][c:17]2[cH:18][cH:19][c:20]([O:23][CH2:24][CH2:25][O:26][c:27]3[c:28]([Cl:35])[cH:29][c:30]([CH3:34])[cH:31][c:32]3[Cl:33])[cH:21][cH:22]2)=[O:36])[CH2:37][c:38]2[cH:39][c:40]([CH2:53][CH2:54][CH2:55][O:56][CH3:57])[cH:41][c:42]([O:44][CH2:45][c:46]3[n+:47]([O-:52])[cH:48][cH:49][cH:50][cH:51]3)[cH:43]2)[CH2:2][CH2:3]1.[Cl:59][CH2:60][Cl:61].[ClH:58]>>[CH:1]1([N:4]([C:5]([CH:6]([CH2:7][NH2:8])[CH2:16][c:17]2[cH:18][cH:19][c:20]([O:23][CH2:24][CH2:25][O:26][c:27]3[c:28]([Cl:35])[cH:29][c:30]([CH3:34])[cH:31][c:32]3[Cl:33])[cH:21][cH:22]2)=[O:36])[CH2:37][c:38]2[cH:39][c:40]([CH2:53][CH2:54][CH2:55][O:56][CH3:57])[cH:41][c:42]([O:44][CH2:45][c:46]3[n+:47]([O-:52])[cH:48][cH:49][cH:50][cH:51]3)[cH:43]2)[CH2:2][CH2:3]1. Reactants: COCCCc1cc(CN(C(=O)C(CNC(=O)OC(C)(C)C)Cc2ccc(OCCOc3c(Cl)cc(C)cc3Cl)cc2)C2CC2)cc(OCc2cccc[n+]2[O-])c1, ClCCl, Cl. Reactants: CCOC(=O)CBr, [K+], [K+], O=C([O-])[O-], CN(C)C=O, CC(=O)c1cc(O)ccc1O. Yields the product CCOC(=O)COc1ccc(O)c(C(C)=O)c1. RXN SMILES: [Br:18][CH2:19][C:20](=[O:21])[O:22][CH2:23][CH3:24].[K+:1].[K+:2].[O-:3][C:4]([O-:5])=[O:6].[O:25]=[CH:26][N:27]([CH3:28])[CH3:29].[OH:7][c:8]1[c:9]([C:15]([CH3:16])=[O:17])[cH:10][c:11]([OH:14])[cH:12][cH:13]1>>[OH:7][c:8]1[c:9]([C:15]([CH3:16])=[O:17])[cH:10][c:11]([O:14][CH2:19][C:20](=[O:21])[O:22][CH2:23][CH3:24])[cH:12][cH:13]1.